From a dataset of the Open Reaction Database (ORD), a public repository of structured organic reaction records. describe an organic reaction: reactants, conditions, products, and yield The reactants are E1, FC=1C=C(C=CC1F)C1(CNCC1)O (3-(3,4-difluorophenyl)pyrrolidin-3-ol), C([O-])([O-])=O.[K+].[K+] (potassium carbonate), ICC (iodoethane), C([O-])([O-])=O.[Na+].[Na+] (sodium carbonate). Solvent: C(C)#N (acetonitrile). Run at temperature 80 celsius. Yields the product FC=1C=C(C=CC1F)C1(CN(CC1)CC)O ((+)-3-(3,4-DIFLUOROPHENYL)-1-ETHYLPYRROLIDIN-3-OL). Isolated yield 39.6%. As a reaction SMILES: [F:1][C:2]1[CH:3]=[C:4]([C:9]2([OH:14])[CH2:13][CH2:12][NH:11][CH2:10]2)[CH:5]=[CH:6][C:7]=1[F:8].C(=O)([O-])[O-].[K+].[K+].I[CH2:22][CH3:23].C(=O)([O-])[O-].[Na+].[Na+]>C(#N)C>[F:1][C:2]1[CH:3]=[C:4]([C:9]2([OH:14])[CH2:13][CH2:12][N:11]([CH2:22][CH3:23])[CH2:10]2)[CH:5]=[CH:6][C:7]=1[F:8] |f:1.2.3,5.6.7|. Reported procedure: In a sealed tube a mixture of enantiomer E1 of 3-(3,4-difluorophenyl)pyrrolidin-3-ol (0.26 g, 1.3 mmol), acetonitrile (3 mL), potassium carbonate (0.269 g, 1.95 mmol) and iodoethane (0.20 g, 1.3 mmol) was heated under microwave irradiation at 80° C. for 25 minutes. Aqueous sodium carbonate (10%, 50 mL) was added and the aqueous phase was extracted with ethyl acetate (2×50 mL), the combined organic phase was washed with brine, dried (Na2SO4) and evaporated. Purification by HPLC on Waters OBD C18,... Reactants: C(C1=CC=CC=C1)OC(C1=CC=C(C=C1)OC(=O)C1=CC2=CC=C(C=C2C=C1)OCCCCCCCCCC)=O (4-(6-decyloxy-2-naphthoyloxy)benzoic acid benzyl ester), [H][H] (hydrogen), resultant mixture. The reagents and catalysts are [Pd] (palladium/carbon). Solvent: C1CCOC1 (THF). The product is C(CCCCCCCCC)OC=1C=C2C=CC(=CC2=CC1)C(=O)OC1=CC=C(C(=O)O)C=C1 (4-(6-decyloxy-2-naphthoyloxy)benzoic acid). Yield: 97.5%. As a reaction SMILES: C([O:8][C:9](=[O:40])[C:10]1[CH:15]=[CH:14][C:13]([O:16][C:17]([C:19]2[CH:28]=[CH:27][C:26]3[C:21](=[CH:22][CH:23]=[C:24]([O:29][CH2:30][CH2:31][CH2:32][CH2:33][CH2:34][CH2:35][CH2:36][CH2:37][CH2:38][CH3:39])[CH:25]=3)[CH:20]=2)=[O:18])=[CH:12][CH:11]=1)C1C=CC=CC=1.[H][H]>[Pd].C1COCC1>[CH2:30]([O:29][C:24]1[CH:25]=[C:26]2[C:21](=[CH:22][CH:23]=1)[CH:20]=[C:19]([C:17]([O:16][C:13]1[CH:14]=[CH:15][C:10]([C:9]([OH:40])=[O:8])=[CH:11][CH:12]=1)=[O:18])[CH:28]=[CH:27]2)[CH2:31][CH2:32][CH2:33][CH2:34][CH2:35][CH2:36][CH2:37][CH2:38][CH3:39]. Reported procedure: To 37.6 g (0.07 mol) of the 4-(6-decyloxy-2-naphthoyloxy)benzoic acid benzyl ester obtained in the first stage was added 3.76 g of 5% palladium/carbon, and further added 188 g of THF. Then, hydrogen gas was blown into the mixture. The resultant mixture was stirred overnight and filtered to obtain 30.6 g of 4-(6-decyloxy-2-naphthoyloxy)benzoic acid. The reactants are C(C#C)Br (Propargyl bromide), [H-].[Na+] (sodium hydride), FC1=CC2=C(NC(CO2)=O)C=C1[N+](=O)[O-] (7-Fluoro-6-nitro-2H-1,4-benzoxazin-3(4H)-one), resultant mixture, O (water). Run in CN(C=O)C (N,N-dimethylformamide). Reaction conditions: temperature 0 celsius, time 6 hour. The product is FC1=CC2=C(N(C(CO2)=O)CC#C)C=C1[N+](=O)[O-] (7-fluoro-6-nitro-4-(2-propynyl)-2H-1,4-benzoxazin-3(4H)-one). Yield: 69.9%. As a reaction SMILES: [H-].[Na+].[F:3][C:4]1[C:14]([N+:15]([O-:17])=[O:16])=[CH:13][C:7]2[NH:8][C:9](=[O:12])[CH2:10][O:11][C:6]=2[CH:5]=1.[CH2:18](Br)[C:19]#[CH:20].O>CN(C)C=O>[F:3][C:4]1[C:14]([N+:15]([O-:17])=[O:16])=[CH:13][C:7]2[N:8]([CH2:20][C:19]#[CH:18])[C:9](=[O:12])[CH2:10][O:11][C:6]=2[CH:5]=1 |f:0.1|. Reported procedure: A suspension of sodium hydride (0.06 g) in N,N-dimethylformamide (3 ml) was cooled to 0° C. 7-Fluoro-6-nitro-2H-1,4-benzoxazin-3(4H)-one (0.57 g) was added thereto at 0° to 5° C., and the resultant mixture was stirred for 30 minutes. Propargyl bromide (0.35 g) was added to the mixture, which was gradually heated to room temperature, and the reaction was continued for 6 hours. After addition of water, the resultant mixture was extracted with ethyl acetate, and the extract was washed with water, d...